From a dataset of the Open Reaction Database (ORD), a public repository of structured organic reaction records. describe an organic reaction: reactants, conditions, products, and yield The reactants are C(C)(C)(C)OC(C1=CC=C(C=C1)N1C(=CC=C1C1=CC=CC=C1)CCC#N)=O (4-[2-(2-cyano-ethyl)-5-phenyl-pyrrol-1yl]-benzoic acid tert-butyl ester), N(=[N+]=[N-])[Si](C)(C)C (Azidotrimethylsilane). Solvent: C1(=CC=CC=C1)C (toluene). Run at temperature 110 celsius. The product is C(C)(C)(C)OC(C1=CC=C(C=C1)N1C(=CC=C1CCC1=NN=NN1)C1=CC=CC=C1)=O (4-{2-phenyl-5-[2-(1H-tetrazol-5-yl)ethyl]-pyrrol-1-yl}-benzoic acid tert-butyl ester). Isolated yield 62.0%. Reaction SMILES: [C:1]([O:5][C:6](=[O:28])[C:7]1[CH:12]=[CH:11][C:10]([N:13]2[C:17]([C:18]3[CH:23]=[CH:22][CH:21]=[CH:20][CH:19]=3)=[CH:16][CH:15]=[C:14]2[CH2:24][CH2:25][C:26]#[N:27])=[CH:9][CH:8]=1)([CH3:4])([CH3:3])[CH3:2].[N:29]([Si](C)(C)C)=[N+:30]=[N-:31]>C1(C)C=CC=CC=1>[C:1]([O:5][C:6](=[O:28])[C:7]1[CH:12]=[CH:11][C:10]([N:13]2[C:14]([CH2:24][CH2:25][C:26]3[NH:31][N:30]=[N:29][N:27]=3)=[CH:15][CH:16]=[C:17]2[C:18]2[CH:19]=[CH:20][CH:21]=[CH:22][CH:23]=2)=[CH:9][CH:8]=1)([CH3:4])([CH3:2])[CH3:3]. Procedure: To a stirred solution of 4-[2-(2-cyano-ethyl)-5-phenyl-pyrrol-1yl]-benzoic acid tert-butyl ester (2.31 mmol, 1.0 eq.) in toluene (12 ml) were added Azidotrimethylsilane (TMSN3) (4.62 mmol, 2.0 eq.) and Sn(Bu)2O (dibutyltin(IV) oxide) (0.23 mmol, 0.1 eq.). The resulting mixture was heated to 110° C. overnight. The solvent was evaporated in vacuo and the residue loaded onto a 40 g RediSep silica-gel column for purification. Gradient elution with methanol/DCM (0% to 7% methanol in DCM over 25 minut...